This data is from the Open Reaction Database (ORD), a public repository of structured organic reaction records. The task is: describe an organic reaction: reactants, conditions, products, and yield Product: C(C)OP(OCC)(=O)C1CCNC2=CC=C(C=C12)C(F)(F)F (6-trifluoromethyl-1,2,3,4-tetrahydroquinoline-4-phosphonic acid diethyl ester). Yield: 64.6%. Reagents/catalysts: [Pt](=O)=O (platinum dioxide). Solvent: C(C)(=O)O (acetic acid). Reported procedure: 8.32 g of 6-trifluoromethyl-quinoline-4-phosphonic acid diethyl ester is dissolved in 100 ml of glacial acetic acid, mixed with 1.0 g of platinum dioxide and hydrogenated at room temperature. After column chromatography, 5.44 g of 6-trifluoromethyl-1,2,3,4-tetrahydroquinoline-4-phosphonic acid diethyl ester of melting point 94° C. is obtained. RXN SMILES: [CH2:1]([O:3][P:4]([C:9]1[C:18]2[C:13](=[CH:14][CH:15]=[C:16]([C:19]([F:22])([F:21])[F:20])[CH:17]=2)[N:12]=[CH:11][CH:10]=1)(=[O:8])[O:5][CH2:6][CH3:7])[CH3:2]>C(O)(=O)C.[Pt](=O)=O>[CH2:6]([O:5][P:4]([CH:9]1[C:18]2[C:13](=[CH:14][CH:15]=[C:16]([C:19]([F:20])([F:21])[F:22])[CH:17]=2)[NH:12][CH2:11][CH2:10]1)(=[O:8])[O:3][CH2:1][CH3:2])[CH3:7]. Starting materials: C(C)OP(OCC)(=O)C1=CC=NC2=CC=C(C=C12)C(F)(F)F (6-trifluoromethyl-quinoline-4-phosphonic acid diethyl ester). The reactants are ClC=1C=C(C=CC1Cl)C(CC=O)C1N(C(C2=CC=CC=C12)=O)CC (3-(3,4-Dichlorophenyl)-3-(2-ethyl-3-oxo-2,3-dihydro-1H-isoindol-1-yl)propionaldehyde), CS(=O)(=O)C1=C(C=CC=C1)C1CCNCC1 (4-(2-methylsulfonyl-phenyl)piperidine). The product is Cl.ClC=1C=C(C=CC1Cl)C(CCN1CCC(CC1)C1=C(C=CC=C1)S(=O)(=O)C)C1N(C(C2=CC=CC=C12)=O)CC (3-[1-(3,4-Dichlorophenyl)-3-(4-(2-methylsulfonylphenyl)piperidino)propyl]-2-ethyl-2,3-dihydroisoindol-1-one hydrochloride). Isolated yield 103.0%. Reaction SMILES: [Cl:1][C:2]1[CH:3]=[C:4]([CH:9]([CH:13]2[C:21]3[C:16](=[CH:17][CH:18]=[CH:19][CH:20]=3)[C:15](=[O:22])[N:14]2[CH2:23][CH3:24])[CH2:10][CH:11]=O)[CH:5]=[CH:6][C:7]=1[Cl:8].[CH3:25][S:26]([C:29]1[CH:34]=[CH:33][CH:32]=[CH:31][C:30]=1[CH:35]1[CH2:40][CH2:39][NH:38][CH2:37][CH2:36]1)(=[O:28])=[O:27]>>[ClH:1].[Cl:1][C:2]1[CH:3]=[C:4]([CH:9]([CH:13]2[C:21]3[C:16](=[CH:17][CH:18]=[CH:19][CH:20]=3)[C:15](=[O:22])[N:14]2[CH2:23][CH3:24])[CH2:10][CH2:11][N:38]2[CH2:37][CH2:36][CH:35]([C:30]3[CH:31]=[CH:32][CH:33]=[CH:34][C:29]=3[S:26]([CH3:25])(=[O:28])=[O:27])[CH2:40][CH2:39]2)[CH:5]=[CH:6][C:7]=1[Cl:8] |f:2.3|. Reported procedure: 3-(3,4-Dichlorophenyl)-3-(2-ethyl-3-oxo-2,3-dihydro-1H-isoindol-1-yl)propionaldehyde (0.724 g) was coupled to 4-(2-methylsulfonyl-phenyl)piperidine (0.706 g) by a method similar to that described in Example 8. The reaction product was not purified by chromatography but converted to the hydrochloride salt to afford the title compound (0.64 g); mp 168°-175° C. (d); MS: m/z=585(M+1); NMR (CDCl3): 1.19 (m,3), 2.0 (m,3), 2.35 (m,7), 2.95 (s,3), 4.87 (m,1), 6.56-8.01 (m,11). Analysis for C31H34Cl2N2O3... The reactants are N[C@@H](C)C(=O)N1C2C(C[C@H]1C(=O)O)COC2 (1-[(S)-alanyl]hexahydrofuro[3,4-b]pyrrole-2-(S)-carboxylic acid), ClC1=CC=C(C=C1)CCC(C(=O)OCC)=O (ethyl 4-(p-chlorophenyl)-2-oxobutyrate), C(#N)[BH3-].[Na+] (sodium cyanoborohydride). Run in C(C)O (ethanol). The product is C(=O)(OCC)C(CCC1=CC=C(C=C1)Cl)N[C@@H](C)C(=O)N1C2C(C[C@H]1C(=O)O)COC2 (1-[N-(1-Carboethoxy-3-p-chlorophenylpropyl)-(S)-alanyl]-hexahydrofuro[3,4-b]pyrrole-2(S)-carboxylic acid). Reaction SMILES: [NH2:1][C@H:2]([C:4]([N:6]1[C@H:10]([C:11]([OH:13])=[O:12])[CH2:9][CH:8]2[CH2:14][O:15][CH2:16][CH:7]12)=[O:5])[CH3:3].[Cl:17][C:18]1[CH:23]=[CH:22][C:21]([CH2:24][CH2:25][C:26](=O)[C:27]([O:29][CH2:30][CH3:31])=[O:28])=[CH:20][CH:19]=1.C([BH3-])#N.[Na+]>C(O)C>[C:27]([CH:26]([NH:1][C@H:2]([C:4]([N:6]1[C@H:10]([C:11]([OH:13])=[O:12])[CH2:9][CH:8]2[CH2:14][O:15][CH2:16][CH:7]12)=[O:5])[CH3:3])[CH2:25][CH2:24][C:21]1[CH:20]=[CH:19][C:18]([Cl:17])=[CH:23][CH:22]=1)([O:29][CH2:30][CH3:31])=[O:28] |f:2.3|. Procedure details: Treat 1-[(S)-alanyl]hexahydrofuro[3,4-b]pyrrole-2-(S)-carboxylic acid (prepared as described in Example 47) and ethyl 4-(p-chlorophenyl)-2-oxobutyrate with sodium cyanoborohydride as described in Example 47D (ethanol solvent) to obtain the title compound. Reactants: [Al+3], [H-], [H-], [H-], [H-], [Li+], [N-]=[N+]=NC1=C(C2CCC(c3ccc(Cl)cc3)CC2)C(=O)c2ccccc2C1=O, [Na+], C1CCOC1, [OH-], O. Reaction SMILES: [Al+3:30].[H-:29].[H-:32].[H-:33].[H-:34].[Li+:31].[N:1](=[N+:2]=[N-:3])[C:4]1=[C:13]([CH:14]2[CH2:15][CH2:16][CH:17]([c:20]3[cH:21][cH:22][c:23]([Cl:26])[cH:24][cH:25]3)[CH2:18][CH2:19]2)[C:12](=[O:27])[c:11]2[c:6]([cH:7][cH:8][cH:9][cH:10]2)[C:5]1=[O:28].[Na+:36].[O:37]1[CH2:38][CH2:39][CH2:40][CH2:41]1.[OH-:35].[OH2:42]>>[NH2:1][C:4]1=[C:13]([CH:14]2[CH2:15][CH2:16][CH:17]([c:20]3[cH:21][cH:22][c:23]([Cl:26])[cH:24][cH:25]3)[CH2:18][CH2:19]2)[C:12](=[O:27])[c:11]2[c:6]([cH:7][cH:8][cH:9][cH:10]2)[C:5]1=[O:28]. Yields the product NC1=C(C2CCC(c3ccc(Cl)cc3)CC2)C(=O)c2ccccc2C1=O. The reactants are ClC1=C(C=NC2=CC(=C(C=C12)OC)OC)C#N (4-chloro-6,7-dimethoxy-3-quinolinecarbonitrile), NC1=CC(=C(C(=C1)Cl)O)Cl (4-amino-2,6-dichlorophenol), Cl.N1=CC=CC=C1 (pyridine hydrochloride). Run in C(C)OCCO (2-ethoxyethanol). Yields the product ClC=1C=C(C=C(C1O)Cl)NC1=C(C=NC2=CC(=C(C=C12)OC)OC)C#N (4-(3,5-Dichloro-4-hydroxy-phenylamino)-6,7-dimethoxy-quinoline-3-carbonitrile). Reaction SMILES: Cl[C:2]1[C:11]2[C:6](=[CH:7][C:8]([O:14][CH3:15])=[C:9]([O:12][CH3:13])[CH:10]=2)[N:5]=[CH:4][C:3]=1[C:16]#[N:17].[NH2:18][C:19]1[CH:24]=[C:23]([Cl:25])[C:22]([OH:26])=[C:21]([Cl:27])[CH:20]=1.Cl.N1C=CC=CC=1>C(OCCO)C>[Cl:25][C:23]1[CH:24]=[C:19]([NH:18][C:2]2[C:11]3[C:6](=[CH:7][C:8]([O:14][CH3:15])=[C:9]([O:12][CH3:13])[CH:10]=3)[N:5]=[CH:4][C:3]=2[C:16]#[N:17])[CH:20]=[C:21]([Cl:27])[C:22]=1[OH:26] |f:2.3|. Procedure: A reaction mixture of 248.7 mg (1 mmol) of 4-chloro-6,7-dimethoxy-3-quinolinecarbonitrile, 213.6 mg (1.2 mmol) of 4-amino-2,6-dichlorophenol and 115.6 mg (1 mmol) of pyridine hydrochloride in 10 mL of 2-ethoxyethanol was refluxed under N2 for 1 hr. After removal of the solvent, the residue was diluted with water and neutralized to pH 7-8 with diluted sodium carbonate solution. The precipitate was filtered and washed with water and ether/ethyl acetate (1:1). After drying in vacuo, this yielded 34...